Dataset: the Open Reaction Database (ORD), a public repository of structured organic reaction records. Task: describe an organic reaction: reactants, conditions, products, and yield The reactants are CC1=C(C(=CC=C1)C)O (2,6-dimethyl-phenol), C(CCCCCCCCCCC)OC(CC(=O)C)=O (acetoacetic acid dodecyl ester), C(C)S (ethyl mercaptan), Cl (hydrogen chloride). Solvent: C1(=CC=CC=C1)C (toluene). Run at temperature 10 celsius, time 8 hour. The product is C(CCCCCCCCCCC)OC(CC(C)(C1=CC(=C(C(=C1)C)O)C)C1=CC(=C(C(=C1)C)O)C)=O (3,3-Bis(4'-hydroxy-3',5'-dimethyl-phenyl)butanoic acid dodecyl ester). As a reaction SMILES: [CH3:1][C:2]1[CH:7]=[CH:6][CH:5]=[C:4]([CH3:8])[C:3]=1[OH:9].[CH2:10]([O:22][C:23](=[O:28])[CH2:24][C:25]([CH3:27])=O)[CH2:11][CH2:12][CH2:13][CH2:14][CH2:15][CH2:16][CH2:17][CH2:18][CH2:19][CH2:20][CH3:21].[CH2:29](S)[CH3:30].Cl>C1(C)C=CC=CC=1>[CH2:10]([O:22][C:23](=[O:28])[CH2:24][C:25]([C:6]1[CH:7]=[C:2]([CH3:1])[C:3]([OH:9])=[C:29]([CH3:30])[CH:5]=1)([C:6]1[CH:5]=[C:4]([CH3:8])[C:3]([OH:9])=[C:2]([CH3:1])[CH:7]=1)[CH3:27])[CH2:11][CH2:12][CH2:13][CH2:14][CH2:15][CH2:16][CH2:17][CH2:18][CH2:19][CH2:20][CH3:21]. Procedure: In a four-necked flask, 122 g of 2,6-dimethyl-phenol (1 mol), 135 g of acetoacetic acid dodecyl ester (0.5 mol) and 0.7 g of ethyl mercaptan were mixed and at 10° C gaseous hydrogen chloride was passed through this mixture for 8 hours. The mixture was stirred for 24 hours at 10° C, then toluene was added and the resulting water was distilled off in an azeotropic mixture. Upon cooling, the 3,3-bis(4'-hydroxy-3' ,5'-dimethylphenyl)butanoic acid dodecyl ester precipitated from the toluene solution ... Reactants: [BH4-], CC(=O)OC1C=C2CC(=O)CC(C)C2(C)C2CCC3(C)C(OC(C)=O)CCC3C12, [Na+], c1ccncc1. Yields the product CC(=O)OC1C=C2CC(O)CC(C)C2(C)C2CCC3(C)C(OC(C)=O)CCC3C12. Reaction SMILES: [BH4-:30].[CH3:1][CH:2]1[CH2:3][C:4](=[O:29])[CH2:5][C:6]2=[CH:7][CH:8]([O:25][C:26]([CH3:27])=[O:28])[CH:9]3[CH:10]4[CH2:11][CH2:12][CH:13]([O:21][C:22]([CH3:23])=[O:24])[C:14]4([CH3:15])[CH2:16][CH2:17][CH:18]3[C:19]12[CH3:20].[Na+:31].[cH:32]1[cH:33][cH:34][n:35][cH:36][cH:37]1>>[CH3:1][CH:2]1[CH2:3][CH:4]([OH:29])[CH2:5][C:6]2=[CH:7][CH:8]([O:25][C:26]([CH3:27])=[O:28])[CH:9]3[CH:10]4[CH2:11][CH2:12][CH:13]([O:21][C:22]([CH3:23])=[O:24])[C:14]4([CH3:15])[CH2:16][CH2:17][CH:18]3[C:19]12[CH3:20]. The reactants are [OH-].[Na+] (NaOH), [N+](=O)([O-])C1=CC2=C(CCO2)C=C1N (6-Nitro-2,3-dihydro-1-benzofuran-5-ylamine), N#CN (cyanamide), [CH]Cl (cHCl). Run in O (water). Run at temperature 50 celsius, time 3 hour. The product is [N+]1(=NC(=NC2=C1C=C1C(=C2)CCO1)N)[O-] (6,7-Dihydrofuro[3,2-g][1,2,4]benzotriazin-3-amine 1-Oxide). The yield is 22.7%. RXN SMILES: [N+:1]([C:4]1[C:12]([NH2:13])=[CH:11][C:7]2[CH2:8][CH2:9][O:10][C:6]=2[CH:5]=1)([O-])=[O:2].[N:14]#[C:15][NH2:16].[CH]Cl.[OH-].[Na+]>O>[N+:1]1([O-:2])[C:4]2[CH:5]=[C:6]3[O:10][CH2:9][CH2:8][C:7]3=[CH:11][C:12]=2[N:13]=[C:15]([NH2:16])[N:14]=1 |f:3.4,^3:16|. Reported procedure: A mixture of nitroaniline 194 (7.27 g, 40.4 mmol) and cyanamide (6.79 g, 162 mmol) were mixed together at 100° C., cooled to 50° C., cHCl (15 mL) added carefully and the mixture heated at 100° C. for 4 h. The mixture was cooled to 50° C., 7.5 M NaOH solution added until the mixture was strongly basic and the mixture stirred at 100° C. for 3 h. The mixture was cooled, diluted with water (200 mL), filtered, washed with water (3×50 mL) and dried. The aqueous fraction was extracted with CHCl3 (3×50 ...